From a dataset of the Open Reaction Database (ORD), a public repository of structured organic reaction records. describe an organic reaction: reactants, conditions, products, and yield Reactants: FC1=C(C=CC(=C1)F)C(CN1N=CN=C1)([C@H](C)OC1OCCCC1)O ((3S)-2-(2,4-difluorophenyl)-3-(3,4,5,6-tetrahydro-2H-pyran-2-yl)oxy-1-(1H-1,2,4-triazol-1-yl)-2-butanol), C1(=CC=C(C=C1)S(=O)(=O)[O-])C.[NH+]1=CC=CC=C1 (pyridinium p-toluenesulfonate), C1(=CC=C(C=C1)S(=O)(=O)[O-])C.[NH+]1=CC=CC=C1 (pyridinium p-toluenesulfonate). The solvent is C(C)O (ethanol). Run at temperature 55 celsius, time 2 hour. The product is FC1=C(C=CC(=C1)F)[C@](CN1N=CN=C1)([C@H](C)O)O ((2S,3S)-2-(2,4-difluorophenyl)-1-(1H-1,2,4-triazol-1-yl)-2,3-butanediol). Isolated yield 35.8%. As a reaction SMILES: [F:1][C:2]1[CH:7]=[C:6]([F:8])[CH:5]=[CH:4][C:3]=1[C:9]([OH:25])([C@@H:16]([O:18]C1CCCCO1)[CH3:17])[CH2:10][N:11]1[CH:15]=[N:14][CH:13]=[N:12]1.C1(C)C=CC(S([O-])(=O)=O)=CC=1.[NH+]1C=CC=CC=1>C(O)C>[F:1][C:2]1[CH:7]=[C:6]([F:8])[CH:5]=[CH:4][C:3]=1[C@@:9]([OH:25])([C@@H:16]([OH:18])[CH3:17])[CH2:10][N:11]1[CH:15]=[N:14][CH:13]=[N:12]1 |f:1.2|. Reported procedure: In ethanol (4 ml) were dissolved (3S)-2-(2,4-difluorophenyl)-3-(3,4,5,6-tetrahydro-2H-pyran-2-yl)oxy-1-(1H-1,2,4-triazol-1-yl)-2-butanol (0.22 g) and pyridinium p-toluenesulfonate (47 mg), which was stirred for two hours at 55° C. To the solution was further added pyridinium p-toluenesulfonate (10 mg), which was stirred for further two hours at 55° C. The reaction mixture was cooled, then the solvent was distilled off. To the residue was added ethyl acetate (30 ml), which was washed with a satur... Reactants: FC=1C=C2C=C(N(C2=CC1)CC1=CC(=CC=C1)F)C(=O)O (5-fluoro-1-(3-fluorobenzyl)-1H-indole-2-carboxylic acid), C12CN(CC2C1)C1=NC=C(C=C1)N (2-(3-azabicyclo[3.1.0]hex-3-yl)-5-aminopyridine). Product: C12CN(CC2C1)C1=CC=C(C=N1)NC(=O)C=1N(C2=CC=C(C=C2C1)F)CC1=CC(=CC=C1)F (N-[6-(3-Azabicyclo[3.1.0]hex-3-yl)pyridin-3-yl]-5-fluoro-1-(3-fluorobenzyl)-1H-indole-2-carboxamide). Isolated yield 73.6%. As a reaction SMILES: [F:1][C:2]1[CH:3]=[C:4]2[C:8](=[CH:9][CH:10]=1)[N:7]([CH2:11][C:12]1[CH:17]=[CH:16][CH:15]=[C:14]([F:18])[CH:13]=1)[C:6]([C:19]([OH:21])=O)=[CH:5]2.[CH:22]12[CH2:27][CH:26]1[CH2:25][N:24]([C:28]1[CH:33]=[CH:32][C:31]([NH2:34])=[CH:30][N:29]=1)[CH2:23]2>>[CH:26]12[CH2:27][CH:22]1[CH2:23][N:24]([C:28]1[N:29]=[CH:30][C:31]([NH:34][C:19]([C:6]3[N:7]([CH2:11][C:12]4[CH:17]=[CH:16][CH:15]=[C:14]([F:18])[CH:13]=4)[C:8]4[C:4]([CH:5]=3)=[CH:3][C:2]([F:1])=[CH:10][CH:9]=4)=[O:21])=[CH:32][CH:33]=1)[CH2:25]2. Procedure details: The process is carried out according to the method described in example 2, using 0.15 g (0.52 mmol) of 5-fluoro-1-(3-fluorobenzyl)-1H-indole-2-carboxylic acid and 0.1 g (0.57 mmol) of 2-(3-azabicyclo[3.1.0]hex-3-yl)-5-aminopyridine, prepared in step 12.2. 0.17 g of the expected product is thus isolated. Starting materials: [I-].C(#N)C[P+](C)(C)C ((cyanomethyl)trimethylphosphonium iodide), CCN(C(C)C)C(C)C (DIEA), Cl.ClC=1C=C(C(=O)NC)C=CC1N1CCNCC1 (3-chloro-N-methyl-4-(piperazin-1-yl)benzamide hydrochloride), OCC1=CC=2NC([C@H]3N(C2N=C1)CCCC3)=O ((S)-3-(hydroxymethyl)-7,8,9,10-tetrahydro-5H-dipyrido[1,2-a:3′,2′-e]pyrazin-6(6aH)-one). Solvent: C(CC)#N (propiononitrile), CS(=O)C (DMSO). Run at temperature 90 celsius. Product: ClC=1C=C(C(=O)NC)C=CC1N1CCN(CC1)CC1=CC=2NC([C@H]3N(C2N=C1)CCCC3)=O ((S)-3-chloro-N-methyl-4-(4-((6-oxo-6,6a,7,8,9,10-hexahydro-5H-dipyrido[1,2-a:3′,2′-e]pyrazin-3-yl)methyl)piperazin-1-yl)benzamide). The yield is 28.7%. As a reaction SMILES: O[CH2:2][C:3]1[CH:12]=[N:11][C:10]2[N:9]3[CH2:13][CH2:14][CH2:15][CH2:16][C@H:8]3[C:7](=[O:17])[NH:6][C:5]=2[CH:4]=1.[I-].C(C[P+](C)(C)C)#N.CCN(C(C)C)C(C)C.Cl.[Cl:36][C:37]1[CH:38]=[C:39]([CH:44]=[CH:45][C:46]=1[N:47]1[CH2:52][CH2:51][NH:50][CH2:49][CH2:48]1)[C:40]([NH:42][CH3:43])=[O:41]>C(#N)CC.CS(C)=O>[Cl:36][C:37]1[CH:38]=[C:39]([CH:44]=[CH:45][C:46]=1[N:47]1[CH2:48][CH2:49][N:50]([CH2:2][C:3]2[CH:12]=[N:11][C:10]3[N:9]4[CH2:13][CH2:14][CH2:15][CH2:16][C@H:8]4[C:7](=[O:17])[NH:6][C:5]=3[CH:4]=2)[CH2:51][CH2:52]1)[C:40]([NH:42][CH3:43])=[O:41] |f:1.2,4.5|. Reported procedure: To a suspension of (S)-3-((S)-3-(hydroxymethyl)-7,8,9,10-tetrahydro-5H-dipyrido[1,2-a:3′,2′-e]pyrazin-6(6aH)-one (111 mg, 0.476 mmol) in propiononitrile (1.2 mL) was added (cyanomethyl)trimethylphosphonium iodide (139 mg, 0.571 mmol) and DIEA (249 μl, 1.428 mmol) and finally 3-chloro-N-methyl-4-(piperazin-1-yl)benzamide hydrochloride (138 mg, 0.476 mmol). The vial was heated to 90° C. for 16 hours. The crude rxn was cooled to RT, DMSO (1 ml) was added, and purified via HPLC (55-90, basic). The f...